From a dataset of the Open Reaction Database (ORD), a public repository of structured organic reaction records. describe an organic reaction: reactants, conditions, products, and yield Reactants: C(C)(=O)[O-].[Na+] (sodium acetate), Cl.NO (hydroxylamine hydrochloride), CC1=C(N=C(N1)C1=C(C=NC=C1)C)C(C)=O (1-[5-Methyl-2-(3-methyl-4-pyridinyl)-1H-imidazol-4-yl]ethanone). Solvent: O (water). The product is O.CC1=C(N=C(N1)C1=C(C=NC=C1)C)C(C)=NO (1-[5-Methyl-2-(3-methyl-4-pyridinyl)-1H-imidazol-4-yl]ethanone oxime hydrate). Reaction SMILES: [CH3:1][C:2]1[NH:6][C:5]([C:7]2[CH:12]=[CH:11][N:10]=[CH:9][C:8]=2[CH3:13])=[N:4][C:3]=1[C:14](=[O:16])[CH3:15].C([O-])(=O)C.[Na+].Cl.[NH2:23][OH:24]>O>[OH2:16].[CH3:1][C:2]1[NH:6][C:5]([C:7]2[CH:12]=[CH:11][N:10]=[CH:9][C:8]=2[CH3:13])=[N:4][C:3]=1[C:14](=[N:23][OH:24])[CH3:15] |f:1.2,3.4,6.7|. Procedure details: To a 1.0 g (0.005 mole) amount of 1-[5-methyl-2-(3-methyl-4-pyridinyl)-1H-imidazol-4-yl]ethanone (prepared as described in Example 27) dissolved in 200 ml of boiling water, were added 1.0 g (0.012 mole) of sodium acetate and 0.7 g (0.01 mole) of hydroxylamine hydrochloride. The mixture was stirred and heated for 3 hours, then cooled at room temperature. The resulting precipitate was collected by filtration and when dried at 60° C. for 18 hours gave 0.6 g of the desired product as its hydrate, a ... Starting materials: C(C)(C)(C)OC(=O)N[C@@H](CC(N)=O)C(=O)O (N-tert-butoxycarbonyl-L-asparagine), CN1CCNCC1 (1-methylpiperazine). The product is C(C)(C)(C)OC(=O)N[C@@H](CC(N)=O)C(=O)N1CCN(CC1)C (1-(N-tert-butoxycarbonyl-L-asparaginyl)-4-methylpiperazine). Isolated yield 81.3%. Reaction SMILES: [C:1]([O:5][C:6]([NH:8][C@H:9]([C:14]([OH:16])=O)[CH2:10][C:11](=[O:13])[NH2:12])=[O:7])([CH3:4])([CH3:3])[CH3:2].[CH3:17][N:18]1[CH2:23][CH2:22][NH:21][CH2:20][CH2:19]1>>[C:1]([O:5][C:6]([NH:8][C@H:9]([C:14]([N:21]1[CH2:22][CH2:23][N:18]([CH3:17])[CH2:19][CH2:20]1)=[O:16])[CH2:10][C:11](=[O:13])[NH2:12])=[O:7])([CH3:2])([CH3:3])[CH3:4]. Procedure details: In the same manner as in Reference Example 2, N-tert-butoxycarbonyl-L-asparagine (5.0 g) and 1-methylpiperazine (2.2 g) were condensed to obtain colorless crystal 1-(N-tert-butoxycarbonyl-L-asparaginyl)-4-methylpiperazine (5.5 g).